From a dataset of the Open Reaction Database (ORD), a public repository of structured organic reaction records. describe an organic reaction: reactants, conditions, products, and yield Reactants: COC1=CC=C(C=C1)C(=O)C(=O)C1=CC=C(C=C1)OC (4,4'-Dimethoxybenzil), Br (HBr). Solvent: C(C)(=O)O (acetic acid). Yields the product OC1=CC=C(C=C1)C(=O)C(=O)C1=CC=C(C=C1)O (4,4'-dihydroxybenzil). As a reaction SMILES: C[O:2][C:3]1[CH:8]=[CH:7][C:6]([C:9]([C:11]([C:13]2[CH:18]=[CH:17][C:16]([O:19]C)=[CH:15][CH:14]=2)=[O:12])=[O:10])=[CH:5][CH:4]=1.Br>C(O)(=O)C>[OH:2][C:3]1[CH:4]=[CH:5][C:6]([C:9]([C:11]([C:13]2[CH:14]=[CH:15][C:16]([OH:19])=[CH:17][CH:18]=2)=[O:12])=[O:10])=[CH:7][CH:8]=1. Procedure details: 4,4'-Dimethoxybenzil (10 g), 90 ml glacial acetic acid and 160 ml 48% HBr were heated at reflux for 4 hours. The reaction mixture was poured into ice and the product collected by filtration. Dissolution of the solid into 10% aqueous sodium hydroxide, extraction with diethyl ether and acidification of the aqueous layer gave 4,4'-dihydroxybenzil which was recrystallized from 75% ethanol. Yield 7.5 g (84%). 1H NMR (acetone-d6) δ9.53 (s,2H, OH), 7.81, 6.98 (m, 8H, aromatic). The reactants are BrC1C=C(C(C1)=O)CCCCCCC(=O)OCC (4-bromo-2-(carbethoxyhexyl)cyclopent-2-en-1-one), OC1C=C(C(C1)=O)CCCCCCC(=O)OCC (4-hydroxy-2-(6-carbethoxyhexyl)cyclopent-2-en-1-one), C(C)(C)(C)O (t-butanol), compound. Reagents/catalysts: C([O-])([O-])=O.[Ag+2] (silver carbonate). The solvent is CO (MeOH). Yields the product C(C)(C)(C)OC1C=C(C(C1)=O)CCCCCCC(=O)OCC (4-tert-butoxy-2-(6-carbethoxyhexyl)cyclopent-2-en-1-one). Reaction SMILES: Br[CH:2]1[CH2:6][C:5](=[O:7])[C:4]([CH2:8][CH2:9][CH2:10][CH2:11][CH2:12][CH2:13][C:14]([O:16][CH2:17][CH3:18])=[O:15])=[CH:3]1.[C:19]([OH:23])([CH3:22])([CH3:21])[CH3:20].OC1CC(=O)C(CCCCCCC(OCC)=O)=C1>C(=O)([O-])[O-].[Ag+2].CO>[C:19]([O:23][CH:2]1[CH2:6][C:5](=[O:7])[C:4]([CH2:8][CH2:9][CH2:10][CH2:11][CH2:12][CH2:13][C:14]([O:16][CH2:17][CH3:18])=[O:15])=[CH:3]1)([CH3:22])([CH3:21])[CH3:20] |f:3.4|. Procedure: A stirred mixture of 6.35 g. (20 mmoles) of 4-bromo-2-(carbethoxyhexyl)cyclopent-2-en-1-one (Example 9), 3.01 g. (11 moles) of silver carbonate, and 40 ml. of t-butanol is heated at 70° C. for 17 hours. The mixture is cooled and filtered. After evaporation of t-butanol the residue is treated with aqueous sodium chloride and extracted with 3:1 ether-hexane. The extract is washed with saturated sodium chloride solution, dried over magnesium sulfate, and concentrated. The crude product is purified ... Reactants: TEA, C(#N)P(OCC)(OCC)=O (diethyl cyanophosphonate), TEA, C(=O)(O)C1=CC=C2C=CNC2=C1 (6-Carboxyindole), N[C@H](C(C)C)C(=O)N1CCC(CC1)C1CCN(CC1)C (1-(D-valinyl)-4-(1-methylpiperidin-4-yl)piperidine), C(=O)(O)C1=CC=C2C=CNC2=C1 (6-carboxyindole), C(#N)P(OCC)(OCC)=O (diethyl cyanophosphonate). RXN SMILES: [C:1]([C:4]1[CH:12]=[C:11]2[C:7]([CH:8]=[CH:9][NH:10]2)=[CH:6][CH:5]=1)([OH:3])=O.[NH2:13][C@@H:14]([C:18]([N:20]1[CH2:25][CH2:24][CH:23]([CH:26]2[CH2:31][CH2:30][N:29]([CH3:32])[CH2:28][CH2:27]2)[CH2:22][CH2:21]1)=[O:19])[CH:15]([CH3:17])[CH3:16].C(P(=O)(OCC)OCC)#N>C(Cl)Cl>[NH3:10].[NH:10]1[C:11]2[C:7](=[CH:6][CH:5]=[C:4]([C:1]([NH:13][C@@H:14]([C:18]([N:20]3[CH2:25][CH2:24][CH:23]([CH:26]4[CH2:27][CH2:28][N:29]([CH3:32])[CH2:30][CH2:31]4)[CH2:22][CH2:21]3)=[O:19])[CH:15]([CH3:16])[CH3:17])=[O:3])[CH:12]=2)[CH:8]=[CH:9]1. Yield: 184.2%. Procedure details: 6-Carboxyindole (4.0 g, 24.8 mmol) and 1-(D-valinyl)-4-(1-methylpiperidin-4-yl)piperidine (10.1 g, 27.8 mmol) are slurried in anhydrous CH2Cl2 (250 mL) and cooled to −15° C. To this slurry is added diethyl cyanophosphonate (4.5 mL, 29.8 mmol), followed by TEA (11.1 mL, 79.4 mmol) maintaining the temperature below −10° C. The reaction is allowed to warm to room temperature overnight. The following morning, if TLC indicates starting material still present, additional 6-carboxyindole (0.5 g, 3.1 mm... The product is N (NH3), N1C=CC2=CC=C(C=C12)C(=O)N[C@H](C(C)C)C(=O)N1CCC(CC1)C1CCN(CC1)C (1-(Indole-6-carbonyl-D-valinyl)-4-(1-methylpiperidin-4-yl)-piperidine). Solvent: C(Cl)Cl (CH2Cl2). Conditions: temperature -15 celsius, time 2 hour. Starting materials: CC(C)(C)OC(=O)C(C)(C)Sc1nc(CCOS(C)(=O)=O)cs1, O=C([O-])[O-], CN(C)C=O, Oc1cnn(-c2cccc(C(F)(F)F)c2)c1, [K+], [K+], O. Product: CC(C)(C)OC(=O)C(C)(C)Sc1nc(CCOc2cnn(-c3cccc(C(F)(F)F)c3)c2)cs1. As a reaction SMILES: [C:1]([CH3:2])([CH3:3])([CH3:4])[O:5][C:6]([C:7]([CH3:8])([S:9][c:10]1[s:11][cH:12][c:13]([CH2:15][CH2:16][O:17][S:18]([CH3:19])(=[O:20])=[O:21])[n:14]1)[CH3:22])=[O:23].[C:40](=[O:41])([O-:42])[O-:43].[CH3:47][N:48]([CH3:49])[CH:50]=[O:51].[F:24][C:25]([c:26]1[cH:27][c:28](-[n:32]2[n:33][cH:34][c:35]([OH:37])[cH:36]2)[cH:29][cH:30][cH:31]1)([F:38])[F:39].[K+:44].[K+:45].[OH2:46]>>[C:1]([CH3:2])([CH3:3])([CH3:4])[O:5][C:6]([C:7]([CH3:8])([S:9][c:10]1[s:11][cH:12][c:13]([CH2:15][CH2:16][O:17][c:35]2[cH:34][n:33][n:32](-[c:28]3[cH:27][c:26]([C:25]([F:24])([F:38])[F:39])[cH:31][cH:30][cH:29]3)[cH:36]2)[n:14]1)[CH3:22])=[O:23]. The reactants are ClC1=NC2=C(C(=CC=C2C(=C1C)Cl)F)Cl (2,4,8-trichloro-7-fluoro-3-methylquinoline), C(CCC)[Sn](C1=NC=CC=C1)(CCCC)CCCC (2-(tributylstannyl)pyridine), palladium tetrakistriphenylphosphine. The solvent is C1(=CC=CC=C1)C (toluene). Yields the product ClC1=C(C(=NC2=C(C(=CC=C12)F)Cl)C1=NC=CC=C1)C (4,8-dichloro-7-fluoro-3-methyl-2-(pyridin-2-yl)quinoline). As a reaction SMILES: Cl[C:2]1[C:11]([CH3:12])=[C:10]([Cl:13])[C:9]2[C:4](=[C:5]([Cl:15])[C:6]([F:14])=[CH:7][CH:8]=2)[N:3]=1.C([Sn](CCCC)(CCCC)[C:21]1[CH:26]=[CH:25][CH:24]=[CH:23][N:22]=1)CCC>C1(C)C=CC=CC=1>[Cl:13][C:10]1[C:9]2[C:4](=[C:5]([Cl:15])[C:6]([F:14])=[CH:7][CH:8]=2)[N:3]=[C:2]([C:21]2[CH:26]=[CH:25][CH:24]=[CH:23][N:22]=2)[C:11]=1[CH3:12]. Procedure: The Stille coupled product was prepared according to Procedure E using 2,4,8-trichloro-7-fluoro-3-methylquinoline (0.6 g, 2.27 mmol), 2-(tributylstannyl)pyridine (0.877 g, 2.38 mmol), palladium tetrakistriphenylphosphine (0.26 g, 0.23 mmol) in toluene (2 mL) to give 4,8-dichloro-7-fluoro-3-methyl-2-(pyridin-2-yl)quinoline as a white solid. Mass Spectrum (ESI) m/e=307.0 (M+1). Reactants: BrCC(=O)C1=CC=C(C=C1)Cl (2-bromo-1-(4-chlorophenyl)ethanone), C(C1=CC=CC=C1)N1CCC(CC1)=O (N-benzyl-4-piperidone), Br.C(C)O (hydrobromic acid ethanol), [Cl-].[Ce+3].[Cl-].[Cl-] (cerium chloride), [I-].[Na+] (sodium iodide). Solvent: O1CCCC1 (tetrahydrofuran), O1CCCC1 (tetrahydrofuran). Conditions: time 2 hour. Product: Br.C(C1=CC=CC=C1)N1CCC(CC1)(O)CC(C1=CC=C(C=C1)Cl)=O (N-benzyl-4-(p-chlorobenzoylmethyl)-4-piperidinol hydrobromide). Yield: 38.3%. As a reaction SMILES: [Cl-].[Ce+3].[Cl-].[Cl-].[I-].[Na+].[Br:7][CH2:8][C:9]([C:11]1[CH:16]=[CH:15][C:14]([Cl:17])=[CH:13][CH:12]=1)=[O:10].[CH2:18]([N:25]1[CH2:30][CH2:29][C:28](=[O:31])[CH2:27][CH2:26]1)[C:19]1[CH:24]=[CH:23][CH:22]=[CH:21][CH:20]=1.Br.C(O)C>O1CCCC1>[BrH:7].[CH2:18]([N:25]1[CH2:30][CH2:29][C:28]([CH2:8][C:9](=[O:10])[C:11]2[CH:16]=[CH:15][C:14]([Cl:17])=[CH:13][CH:12]=2)([OH:31])[CH2:27][CH2:26]1)[C:19]1[CH:20]=[CH:21][CH:22]=[CH:23][CH:24]=1 |f:0.1.2.3,4.5,8.9,11.12|. Procedure: Anhydrous cerium chloride (0.99 g, 4.0 mmol) and sodium iodide (1.8 g, 12.0 mmol) are added to 10 ml of anhydrous tetrahydrofuran as a solvent to form a suspension. Dissolving 0.98 g (4.0 mmol) of 2-bromo-1-(4-chlorophenyl)ethanone and 0.76 g (4.0 mmol) of N-benzyl-4-piperidone in 10 ml of anhydrous tetrahydrofuran, and the solution is added dropwise to the above suspension and reacting at room temperature for 2 hours. Operating according to the post-treatment procedure in General Method three, ...